From a dataset of the Open Reaction Database (ORD), a public repository of structured organic reaction records. describe an organic reaction: reactants, conditions, products, and yield Reactants: ClCCl, O=C(O)C(F)(F)F, CCC(=C(c1ccc(C=CC(=O)OC(C)(C)C)cc1)c1ccc(OP(=O)(O)O)cc1)c1ccccc1. Product: CCC(=C(c1ccc(C=CC(=O)O)cc1)c1ccc(OP(=O)(O)O)cc1)c1ccccc1. As a reaction SMILES: [Cl:44][CH2:45][Cl:46].[F:37][C:38]([F:39])([F:40])[C:41]([OH:42])=[O:43].[c:1]1([C:7](=[C:8]([c:9]2[cH:10][cH:11][c:12]([O:15][P:16](=[O:17])([OH:18])[OH:19])[cH:13][cH:14]2)[c:20]2[cH:21][cH:22][c:23]([CH:26]=[CH:27][C:28](=[O:29])[O:30][C:31]([CH3:32])([CH3:33])[CH3:34])[cH:24][cH:25]2)[CH2:35][CH3:36])[cH:2][cH:3][cH:4][cH:5][cH:6]1>>[c:1]1([C:7](=[C:8]([c:9]2[cH:10][cH:11][c:12]([O:15][P:16](=[O:17])([OH:18])[OH:19])[cH:13][cH:14]2)[c:20]2[cH:21][cH:22][c:23]([CH:26]=[CH:27][C:28](=[O:29])[OH:30])[cH:24][cH:25]2)[CH2:35][CH3:36])[cH:2][cH:3][cH:4][cH:5][cH:6]1. The reactants are FC=1C=C2C(=NNC2=CC1)I (5-fluoro-3-iodo-indazole), FC(CI)(F)F (1,1,1-trifluoro-2-iodoethane), 10A. The product is FC=1C=C2C(=NN(C2=CC1)CC(F)(F)F)I (5-fluoro-3-iodo-1-(2,2,2-trifluoroethyl)-1H-indazole). Yield: 46.0%. RXN SMILES: [F:1][C:2]1[CH:3]=[C:4]2[C:8](=[CH:9][CH:10]=1)[NH:7][N:6]=[C:5]2[I:11].[F:12][C:13]([F:17])([F:16])[CH2:14]I>>[F:1][C:2]1[CH:3]=[C:4]2[C:8](=[CH:9][CH:10]=1)[N:7]([CH2:14][C:13]([F:17])([F:16])[F:12])[N:6]=[C:5]2[I:11]. Reported procedure: The title compound was prepared in 46% yield from 5-fluoro-3-iodo-indazole and 1,1,1-trifluoro-2-iodoethane according to the general procedure for Preparation 10A. The minor isomer was not isolated or characterized. 1H NMR (400 MHz, CDCl3): δ 4.91-4.97 (2H, m), 7.17 (1H, dd, J=2.0, 8.0 Hz), 7.30 (1H, td, J=2.0, 8.4 Hz), 7.38 (1H, dd, J=3.6, 9.2 Hz). The reactants are C1CC2=CC=CC=C2C(=O)C1 (α-tetralone), [Te](=O)=O (Tellurium dioxide), Cl (hydrochloric acid), Cl.NO (hydroxylamine hydrochloride). Run in C(C)O (ethyl alcohol), C(C)O (ethyl alcohol). Conditions: time 5 day. Yields the product Cl[TeH]1ONC2=C1C=CC1=CC=CC=C12 (3-Chloronaphth[2,1-c]-1,2,5-oxatellurazole). Reaction SMILES: [Te:1](=[O:3])=O.[ClH:4].Cl.[NH2:6]O.[CH2:8]1[CH2:18][C:16](=O)[C:15]2[C:10](=[CH:11][CH:12]=[CH:13][CH:14]=2)[CH2:9]1>C(O)C>[Cl:4][TeH:1]1[C:18]2[CH:8]=[CH:9][C:10]3[C:15]([C:16]=2[NH:6][O:3]1)=[CH:14][CH:13]=[CH:12][CH:11]=3 |f:2.3|. Procedure: Tellurium dioxide (80 g, 0.5 mole) was dissolved in concentrated hydrochloric acid (200 ml, 2.0 moles) with stirring. When solution was complete, a suspension of hydroxylamine hydrochloride (69 g, 1.0 mole) in ethyl alcohol (300 ml) was added. When all solid was dissolved, α-tetralone (73 g, 0.5 mole) in ethyl alcohol (1200 ml) was added. The clear reaction mixture rapidly turned red and dark crystals began to form within an hour. After the reaction mixture had been kept five days at room temper... Reported procedure: To 0.69 g (5 mmol) 3,4-dihydroxybenzaldehyde and 0.6 g (5.3 mmol) cyanoacetylurea in 40 ml ethanol was added 2 drops piperidine. The reaction mixture was refluxed for 2 hours, cooled, filtered and washed with cold ethanol to yield 0.75 g (60% yield) of a yellow-orange solid, m.p. 235° C. (decomposition). The solvent is C(C)O (ethanol). Reactants: OC=1C=C(C=O)C=CC1O (3,4-dihydroxybenzaldehyde), C(#N)CC(=O)NC(=O)N (cyanoacetylurea). The product is OC=1C=C(C=NC(NC(CC#N)=O)=O)C=CC1O (3,4-Dihydroxybenzylidenecyanoacetylurea). Yield: 60.7%. As a reaction SMILES: [OH:1][C:2]1[CH:3]=[C:4]([CH:7]=[CH:8][C:9]=1[OH:10])[CH:5]=O.[C:11]([CH2:13][C:14]([NH:16][C:17]([NH2:19])=[O:18])=[O:15])#[N:12]>C(O)C.N1CCCCC1>[OH:1][C:2]1[CH:3]=[C:4]([CH:7]=[CH:8][C:9]=1[OH:10])[CH:5]=[N:19][C:17](=[O:18])[NH:16][C:14](=[O:15])[CH2:13][C:11]#[N:12]. Reagents/catalysts: N1CCCCC1 (piperidine). Reactants: C(#C)C1=NC=CC=C1 (2-Ethynylpyridine), ClC1=CC=C(C=C1)/C(=C/COC1=CC(=C(OCC(=O)OC)C=C1)C)/C1=CC=C(C=C1)I (methyl (Z)-[4-[3-(4-chlorophenyl)-3-(4-iodophenyl)allyloxy]-2-methylphenoxy]-acetate). The reagents and catalysts are C=1C=CC(=CC1)[P](C=2C=CC=CC2)(C=3C=CC=CC3)[Pd]([P](C=4C=CC=CC4)(C=5C=CC=CC5)C=6C=CC=CC6)([P](C=7C=CC=CC7)(C=8C=CC=CC8)C=9C=CC=CC9)[P](C=1C=CC=CC1)(C=1C=CC=CC1)C=1C=CC=CC1 (tetrakis(triphenylphosphine)palladium), [Cu]I (copper(I) iodide). The solvent is O1CCCC1 (tetrahydrofuran), C(C)N(CC)CC (triethylamine), C1=CC=CC=C1 (benzene). Run at time 72 hour. The product is ClC1=CC=C(C=C1)/C(=C/COC1=CC(=C(OCC(=O)OC)C=C1)C)/C1=CC=C(C=C1)C#CC1=NC=CC=C1 (methyl (E)-[4-[3-(4-chlorophenyl)-3-[4-(pyridin-2-ylethynyl)phenyl]allyloxy]-2-methylphenoxy]acetate). RXN SMILES: [C:1]([C:3]1[CH:8]=[CH:7][CH:6]=[CH:5][N:4]=1)#[CH:2].[Cl:9][C:10]1[CH:15]=[CH:14][C:13](/[C:16](/[C:33]2[CH:38]=[CH:37][C:36](I)=[CH:35][CH:34]=2)=[CH:17]/[CH2:18][O:19][C:20]2[CH:31]=[CH:30][C:23]([O:24][CH2:25][C:26]([O:28][CH3:29])=[O:27])=[C:22]([CH3:32])[CH:21]=2)=[CH:12][CH:11]=1>O1CCCC1.C(N(CC)CC)C.C1C=CC=CC=1.C1C=CC([P]([Pd]([P](C2C=CC=CC=2)(C2C=CC=CC=2)C2C=CC=CC=2)([P](C2C=CC=CC=2)(C2C=CC=CC=2)C2C=CC=CC=2)[P](C2C=CC=CC=2)(C2C=CC=CC=2)C2C=CC=CC=2)(C2C=CC=CC=2)C2C=CC=CC=2)=CC=1.[Cu]I>[Cl:9][C:10]1[CH:11]=[CH:12][C:13](/[C:16](/[C:33]2[CH:34]=[CH:35][C:36]([C:2]#[C:1][C:3]3[CH:8]=[CH:7][CH:6]=[CH:5][N:4]=3)=[CH:37][CH:38]=2)=[CH:17]/[CH2:18][O:19][C:20]2[CH:31]=[CH:30][C:23]([O:24][CH2:25][C:26]([O:28][CH3:29])=[O:27])=[C:22]([CH3:32])[CH:21]=2)=[CH:14][CH:15]=1 |^1:61,63,82,101|. Reported procedure: 2-Ethynylpyridine (250 mg, 2.42 mmol) was added under nitrogen atmosphere to a degassed solution of methyl (Z)-[4-[3-(4-chlorophenyl)-3-(4-iodophenyl)allyloxy]-2-methylphenoxy]-acetate (500 mg, 0.91 mmol; example 7) in a mixture of tetrahydrofuran (8 mL) and triethylamine (8 mL) The solution was cooled, tetrakis(triphenylphosphine)palladium (96 mg, 0.083 mmol) and copper(I) iodide (27.6 mg, 0.145 mmol) were added. The reaction mixture was stirred at ambient temperature for 72 h, diluted with ben... Starting materials: c1ccc(CNCc2ccccc2)cc1, C1COCCO1, CCCCCC=CB(O)O, Cc1cc2c(C=O)c(O)c(F)c(F)c2o1, O. Product: CCCCCC1C=Cc2c(c(F)c(F)c3oc(C)cc23)O1. RXN SMILES: [CH2:26]([NH:27][CH2:28][c:29]1[cH:30][cH:31][cH:32][cH:33][cH:34]1)[c:35]1[cH:36][cH:37][cH:38][cH:39][cH:40]1.[CH2:42]1[O:43][CH2:44][CH2:45][O:46][CH2:47]1.[CH:16](=[CH:17][CH2:18][CH2:19][CH2:20][CH2:21][CH3:22])[B:23]([OH:24])[OH:25].[F:1][c:2]1[c:3]([F:15])[c:4]2[c:5]([cH:6][c:7]([CH3:9])[o:8]2)[c:10]([CH:13]=[O:14])[c:11]1[OH:12].[OH2:41]>>[F:1][c:2]1[c:3]([F:15])[c:4]2[c:5]([cH:6][c:7]([CH3:9])[o:8]2)[c:10]2[c:11]1[O:12][CH:17]([CH2:18][CH2:19][CH2:20][CH2:21][CH3:22])[CH:16]=[CH:13]2. The reactants are CCN(C(C)C)C(C)C (DIPEA), C(OC(C)Cl)(=O)Cl (1-chloroethyl carbonochloridate), Cl.NC1=C2C(=NC=N1)N(N=C2C2=CC(=CC(=C2)O)F)C(C)C=2OC(C1=CC=CC=C1C2C=2CN(CCC2)CC2=CC=CC=C2)=O (3-(1-(4-Amino-3-(3-fluoro-5-hydroxyphenyl)-1H-pyrazolo[3,4-d]pyrimidin-1-yl)ethyl)-4-(1-benzyl-1,2,5,6-tetrahydropyridin-3-yl)-1H-isochromen-1-one hydrochloride). Run in C(Cl)Cl (DCM). The product is C(=O)O.NC1=C2C(=NC=N1)N(N=C2C2=CC(=CC(=C2)O)F)C(C)C=2OC(C1=CC=CC=C1C2C=2CNCCC2)=O (3-(1-(4-amino-3-(3-fluoro-5-hydroxyphenyl)-1H-pyrazolo[3,4-d]pyrimidin-1-yl)ethyl)-4-(1,2,5,6-tetrahydropyridin-3-yl)-1H-isochromen-1-one formate). The yield is 31.3%. Reaction SMILES: Cl.[NH2:2][C:3]1[N:8]=[CH:7][N:6]=[C:5]2[N:9]([CH:20]([C:22]3[O:23][C:24](=[O:45])[C:25]4[C:30]([C:31]=3[C:32]3[CH2:33][N:34](CC5C=CC=CC=5)[CH2:35][CH2:36][CH:37]=3)=[CH:29][CH:28]=[CH:27][CH:26]=4)[CH3:21])[N:10]=[C:11]([C:12]3[CH:17]=[C:16]([OH:18])[CH:15]=[C:14]([F:19])[CH:13]=3)[C:4]=12.CCN(C(C)C)C(C)C.C(Cl)(=O)OC(Cl)C>C(Cl)Cl>[CH:24]([OH:45])=[O:23].[NH2:2][C:3]1[N:8]=[CH:7][N:6]=[C:5]2[N:9]([CH:20]([C:22]3[O:23][C:24](=[O:45])[C:25]4[C:30]([C:31]=3[C:32]3[CH2:33][NH:34][CH2:35][CH2:36][CH:37]=3)=[CH:29][CH:28]=[CH:27][CH:26]=4)[CH3:21])[N:10]=[C:11]([C:12]3[CH:17]=[C:16]([OH:18])[CH:15]=[C:14]([F:19])[CH:13]=3)[C:4]=12 |f:0.1,5.6|. Reported procedure: 3-(1-(4-Amino-3-(3-fluoro-5-hydroxyphenyl)-1H-pyrazolo[3,4-d]pyrimidin-1-yl)ethyl)-4-(1-benzyl-1,2,5,6-tetrahydropyridin-3-yl)-1H-isochromen-1-one hydrochloride (example 169, 0.5 g, 0.799 mmol), was dissolved in DCM (3 ml) at 0° C.; DIPEA (0.395 ml, 2.262 mmol) and 1-chloroethyl carbonochloridate (0.651 ml, 6.03 mmol) were added at 0° C. under vigorous stirring and the reaction was stirred for 5 min at 0° C. and for 2 hrs at 60° C. The reaction was allowed to cool to RT and quenched with 5 ml of... Starting materials: [Br-].C(CCCC)[P+](C1=CC=CC=C1)(C1=CC=CC=C1)C1=CC=CC=C1 (pentyl triphenylphosphonium bromide), OC1=CC=C(C=O)C=C1 (p-hydroxybenzaldehyde), [Li]N([Si](C)(C)C)[Si](C)(C)C (LiN(SiMe3)2). Solvent: C1CCOC1 (THF), C1CCOC1 (THF). Conditions: time 30 minute. Product: C(=CCCCC)C1=CC=C(C=C1)O (4-(1-hexenyl)phenol). Yield: 85.1%. RXN SMILES: [Br-].[CH2:2]([P+](C1C=CC=CC=1)(C1C=CC=CC=1)C1C=CC=CC=1)[CH2:3][CH2:4][CH2:5][CH3:6].[Li]N([Si](C)(C)C)[Si](C)(C)C.[OH:36][C:37]1[CH:44]=[CH:43][C:40]([CH:41]=O)=[CH:39][CH:38]=1>C1COCC1>[CH:41]([C:40]1[CH:43]=[CH:44][C:37]([OH:36])=[CH:38][CH:39]=1)=[CH:2][CH2:3][CH2:4][CH2:5][CH3:6] |f:0.1|. Reported procedure: To a suspension of pentyl triphenylphosphonium bromide (4.76 g, 11.5 mMol) in freshly distilled THF (40 ml) was added LiN(SiMe3)2 (1N in THF, 23 ml). The red solution was stirred at ambient temperature for 30 minutes then a solution of p-hydroxybenzaldehyde (1.06 g, 10 mMol) in THF (10 ml) added. The reaction was stirred at ambient temperature for 4 days, then partitioned between ethyl ether and dilute aqueous HCl (1N). The combined etherial extracts were washed with brine, dried (MgSO4) and eva...